From a dataset of the Open Reaction Database (ORD), a public repository of structured organic reaction records. describe an organic reaction: reactants, conditions, products, and yield Starting materials: C(#N)C=CC=1C(=NC=C(C(=O)OC)C1)OC (methyl 5-(2-cyanovinyl)-6-methoxynicotinate), C(C)(=O)O (acetic acid). Reagents/catalysts: [C].[Pd] (palladium-carbon). Solvent: CO (methanol). Conditions: temperature 70 celsius, time 40 hour. Yields the product C(#N)CCC=1C(=NC=C(C(=O)OC)C1)OC (methyl 5-(2-cyanoethyl)-6-methoxynicotinate). Isolated yield 57.2%. Reaction SMILES: [C:1]([CH:3]=[CH:4][C:5]1[C:6]([O:15][CH3:16])=[N:7][CH:8]=[C:9]([CH:14]=1)[C:10]([O:12][CH3:13])=[O:11])#[N:2].C(O)(=O)C>[C].[Pd].CO>[C:1]([CH2:3][CH2:4][C:5]1[C:6]([O:15][CH3:16])=[N:7][CH:8]=[C:9]([CH:14]=1)[C:10]([O:12][CH3:13])=[O:11])#[N:2] |f:2.3|. Reported procedure: To a mixture of methyl 5-(2-cyanovinyl)-6-methoxynicotinate (1.02 g), acetic acid (20 ml) and methanol (20 mL) was added 10% palladium-carbon (504 mg), and the mixture was stirred under a hydrogen atmosphere at 70° C. for 40 hr. The reaction mixture was filtered, and the filtrate was diluted with THF and ethyl acetate. The diluted solution was washed with saturated aqueous sodium hydrogen carbonate solution and saturated brine, and dried over anhydrous sodium sulfate. The solvent was evaporated ... Reactants: O=S(=O)(O)Cl, O=C(c1ccc[nH]1)c1cccnc1Cl, O. Yields the product O=C(c1cc(S(=O)(=O)Cl)c[nH]1)c1cccnc1Cl. Reaction SMILES: [Cl:1][S:2](=[O:3])(=[O:4])[OH:5].[Cl:6][c:7]1[n:8][cH:9][cH:10][cH:11][c:12]1[C:13](=[O:14])[c:15]1[nH:16][cH:17][cH:18][cH:19]1.[OH2:20]>>[Cl:1][S:2](=[O:3])(=[O:5])[c:18]1[cH:17][nH:16][c:15]([C:13]([c:12]2[c:7]([Cl:6])[n:8][cH:9][cH:10][cH:11]2)=[O:14])[cH:19]1. Yields the product c1ccc(OCC2CCCN(CC3(c4ccccc4)CCC3)C2)cc1. Reactants: COC(OC)OC, c1ccc(OCC2CCCNC2)cc1, O=CC1(c2ccccc2)CCC1, c1ccccc1. RXN SMILES: [CH3:27][O:28][CH:29]([O:30][CH3:31])[O:32][CH3:33].[O:1]([c:2]1[cH:3][cH:4][cH:5][cH:6][cH:7]1)[CH2:8][CH:9]1[CH2:10][NH:11][CH2:12][CH2:13][CH2:14]1.[c:15]1([C:21]2([CH:25]=[O:26])[CH2:22][CH2:23][CH2:24]2)[cH:16][cH:17][cH:18][cH:19][cH:20]1.[cH:34]1[cH:35][cH:36][cH:37][cH:38][cH:39]1>>[O:1]([c:2]1[cH:3][cH:4][cH:5][cH:6][cH:7]1)[CH2:8][CH:9]1[CH2:10][N:11]([CH2:25][C:21]2([c:15]3[cH:16][cH:17][cH:18][cH:19][cH:20]3)[CH2:22][CH2:23][CH2:24]2)[CH2:12][CH2:13][CH2:14]1. Reactants: BrCCCCCCCCO (8-bromooctanol), N1C=NC=C1 (imidazole), C[Si](Cl)(C(C)(C)C)C (dimethyl tertbutyl chlorosilane). The solvent is CN(C=O)C (dimethylformamide). The product is BrCCCCCCCCO[Si](C(C)(C)C)(C)C ([(8-bromooctyl)-oxy]-dimethyl-(1,1-dimethylethyl)-silane). The yield is 88.0%. RXN SMILES: [Br:1][CH2:2][CH2:3][CH2:4][CH2:5][CH2:6][CH2:7][CH2:8][CH2:9][OH:10].N1C=CN=C1.[CH3:16][Si:17]([CH3:23])([C:19]([CH3:22])([CH3:21])[CH3:20])Cl>CN(C)C=O>[Br:1][CH2:2][CH2:3][CH2:4][CH2:5][CH2:6][CH2:7][CH2:8][CH2:9][O:10][Si:17]([CH3:23])([CH3:16])[C:19]([CH3:22])([CH3:21])[CH3:20]. Reported procedure: One operates as in preparation 13 starting with 3.97 g of 8-bromooctanol, 19 cm3 of dimethylformamide, 1.55 g of imidazole and 3.32 g of dimethyl tertbutyl chlorosilane. After chromatography on silica (eluant: cyclohexane--toluene 8-2), one obtains 5.4 g of the expected product. Starting materials: FC=1C(=C(C=CC1F)C1CCN(CC1)C(=O)C1=NNC=2CN(CCC21)CC(=O)OC(C)(C)C)C(F)(F)F (tert-butyl 2-(3-(4-(3,4-difluoro-2-(trifluoromethyl)phenyl)piperidine-1-carbonyl)-1,4,5,7-tetrahydro-6H-pyrazolo[3,4-c]pyridin-6-yl)acetate), C(=O)(C(F)(F)F)O (TFA). Run at time 8 hour. Yields the product FC=1C(=C(C=CC1F)C1CCN(CC1)C(=O)C1=NNC=2CN(CCC21)CC(=O)O)C(F)(F)F (2-(3-(4-(3,4-difluoro-2-(trifluoromethyl)phenyl)piperidine-1-carbonyl)-1,4,5,7-tetrahydro-6H-pyrazolo[3,4-c]pyridin-6-yl)acetic acid). The yield is 84.7%. As a reaction SMILES: [F:1][C:2]1[C:3]([C:34]([F:37])([F:36])[F:35])=[C:4]([CH:9]2[CH2:14][CH2:13][N:12]([C:15]([C:17]3[C:25]4[CH2:24][CH2:23][N:22]([CH2:26][C:27]([O:29]C(C)(C)C)=[O:28])[CH2:21][C:20]=4[NH:19][N:18]=3)=[O:16])[CH2:11][CH2:10]2)[CH:5]=[CH:6][C:7]=1[F:8].C(O)(C(F)(F)F)=O>>[F:1][C:2]1[C:3]([C:34]([F:35])([F:36])[F:37])=[C:4]([CH:9]2[CH2:14][CH2:13][N:12]([C:15]([C:17]3[C:25]4[CH2:24][CH2:23][N:22]([CH2:26][C:27]([OH:29])=[O:28])[CH2:21][C:20]=4[NH:19][N:18]=3)=[O:16])[CH2:11][CH2:10]2)[CH:5]=[CH:6][C:7]=1[F:8]. Procedure details: A solution tert-butyl 2-(3-(4-(3,4-difluoro-2-(trifluoromethyl)phenyl)piperidine-1-carbonyl)-1,4,5,7-tetrahydro-6H-pyrazolo[3,4-c]pyridin-6-yl)acetate (53 mg, 0.10 mmol) in anhydrous CH2C12 (3 mL) was treated with TFA (3 mL) and stirred under an atmosphere of N2 at room temperature for 8 h. After this time, the mixture was concentrated to dryness under reduced pressure and solvent exchanged with CH2Cl2 (10 mL). The residue was diluted in anhydrous CH2Cl2 (10 mL), treated with MP-carbonate (0.50 ...